Dataset: the Open Reaction Database (ORD), a public repository of structured organic reaction records. Task: describe an organic reaction: reactants, conditions, products, and yield Starting materials: CCOC(=O)C(C(=O)OCC)c1csc(N)n1, CN(C)C=O, CCOC(C)=O, O=C(Cl)CCl, O. The product is CCOC(=O)C(C(=O)OCC)c1csc(NC(=O)CCl)n1. RXN SMILES: [CH2:1]([CH3:2])[O:3][C:4]([CH:5]([C:6](=[O:7])[O:8][CH2:9][CH3:10])[c:11]1[n:12][c:13]([NH2:16])[s:14][cH:15]1)=[O:17].[CH3:23][N:24]([CH3:25])[CH:26]=[O:27].[CH3:28][CH2:29][O:30][C:31](=[O:32])[CH3:33].[Cl:18][CH2:19][C:20](=[O:21])[Cl:22].[OH2:34]>>[CH2:1]([CH3:2])[O:3][C:4]([CH:5]([C:6](=[O:7])[O:8][CH2:9][CH3:10])[c:11]1[n:12][c:13]([NH:16][C:20]([CH2:19][Cl:18])=[O:21])[s:14][cH:15]1)=[O:17]. The reactants are C1(CCC1)O (cyclobutanol), C1(=CC=C(C=C1)S(=O)(=O)Cl)C (p-toluenesulfonyl chloride), Cl (HCl). The solvent is N1=CC=CC=C1 (pyridine). Run at time 4 hour. Product: CC1=CC=C(C=C1)S(=O)(=O)OC1CCC1 (cyclobutyl 4-methylbenzenesulfonate). The yield is 65.3%. Reaction SMILES: [CH:1]1([OH:5])[CH2:4][CH2:3][CH2:2]1.[C:6]1([CH3:16])[CH:11]=[CH:10][C:9]([S:12](Cl)(=[O:14])=[O:13])=[CH:8][CH:7]=1.Cl>N1C=CC=CC=1>[CH3:16][C:6]1[CH:11]=[CH:10][C:9]([S:12]([O:5][CH:1]2[CH2:4][CH2:3][CH2:2]2)(=[O:14])=[O:13])=[CH:8][CH:7]=1. Procedure details: To a solution of cyclobutanol (1 g, 13.9 mmol) in pyridine (20 mL) was added p-toluenesulfonyl chloride (2.9 g, 15.3 mmol) and the solution stirred at room temperature for 4 hours. Aqueous HCl was then added, and the solution extracted with ethyl acetate (×3). The combined organic layers were washed successively with saturated aqueous copper(II) sulfate (×3) and brine, then dried over anhydrous magnesium sulfate, filtered and evaporated in vacuo. The residue was purified using flash column chrom... The reactants are C([C@H](O)[C@@H](O)C(=O)O)(=O)O (L-tartaric acid), ClC1=CC=C(C=C1)N1C([C@H](CC1)CN1CCN(CC1)CCOC)=O ((R)-1-(4-chlorophenyl)-3-(4-(2-methoxyethyl)piperazin-1-yl)methyl-2-pyrrolidinone). The solvent is C(C)O (ethanol), C(C)(=O)OCC (ethyl acetate). The product is C(=O)(O)[C@H](O)[C@@H](O)C(=O)O.ClC1=CC=C(C=C1)N1C([C@H](CC1)CN1CCN(CC1)CCOC)=O ((R)-1-(4-chlorophenyl)-3-(4-(2-methoxyethyl)piperazin-1-yl)methyl-2-pyrrolidinone L-tartrate). Isolated yield 97.3%. Reaction SMILES: [C:1]([OH:10])(=[O:9])[C@@H:2]([C@H:4]([C:6]([OH:8])=[O:7])[OH:5])[OH:3].[Cl:11][C:12]1[CH:17]=[CH:16][C:15]([N:18]2[CH2:22][CH2:21][C@H:20]([CH2:23][N:24]3[CH2:29][CH2:28][N:27]([CH2:30][CH2:31][O:32][CH3:33])[CH2:26][CH2:25]3)[C:19]2=[O:34])=[CH:14][CH:13]=1>C(O)C.C(OCC)(=O)C>[C:6]([C@@H:4]([C@H:2]([C:1]([OH:10])=[O:9])[OH:3])[OH:5])([OH:8])=[O:7].[Cl:11][C:12]1[CH:17]=[CH:16][C:15]([N:18]2[CH2:22][CH2:21][C@H:20]([CH2:23][N:24]3[CH2:25][CH2:26][N:27]([CH2:30][CH2:31][O:32][CH3:33])[CH2:28][CH2:29]3)[C:19]2=[O:34])=[CH:14][CH:13]=1 |f:4.5|. Procedure: To a solution of 150 mg of L-tartaric acid in 10 mL of ethanol was added a solution of 352 mg of (R)-1-(4-chlorophenyl)-3-(4-(2-methoxyethyl)piperazin-1-yl)methyl-2-pyrrolidinone in 10 mL of ethyl acetate. The mixture was stirred at room temperature and cooled. The precipitated solid was filtered and dried to give 488 mg of the title compound. The reactants are O=C([O-])[O-], [Cs+], [Cs+], CCCCC1(CCCC)C(=O)C(C(=O)Nc2ccccc2S(N)(=O)=O)=C(O)c2ccccc21, c1ccncc1. The product is CCCCC1(CCCC)C(=O)C(C2=NS(=O)(=O)c3ccccc3N2)=C(O)c2ccccc21. As a reaction SMILES: [C:34](=[O:35])([O-:36])[O-:37].[Cs+:38].[Cs+:39].[NH2:1][S:2](=[O:3])(=[O:4])[c:5]1[c:6]([NH:11][C:12](=[O:13])[C:14]2=[C:15]([OH:33])[c:16]3[cH:17][cH:18][cH:19][cH:20][c:21]3[C:22]([CH2:25][CH2:26][CH2:27][CH3:28])([CH2:29][CH2:30][CH2:31][CH3:32])[C:23]2=[O:24])[cH:7][cH:8][cH:9][cH:10]1.[cH:40]1[cH:41][cH:42][n:43][cH:44][cH:45]1>>[N:1]1=[C:12]([C:14]2=[C:15]([OH:33])[c:16]3[cH:17][cH:18][cH:19][cH:20][c:21]3[C:22]([CH2:25][CH2:26][CH2:27][CH3:28])([CH2:29][CH2:30][CH2:31][CH3:32])[C:23]2=[O:24])[NH:11][c:6]2[c:5]([cH:10][cH:9][cH:8][cH:7]2)[S:2]1(=[O:3])=[O:4]. Reactants: Cl.C(C)OC(CN)=O (glycine ethyl ester HCl), CCN(C(C)C)C(C)C (DIPEA), OC=1C=C(C(=O)O)C=CC1 (3-hydroxy benzoic acid), CCN=C=NCCCN(C)C (EDCI), C=1C=CC2=C(C1)N=NN2O (HOBT). Run in O (Water), CN(C)C=O (DMF). Conditions: time 8 hour. Product: C(C)OC(CNC(C1=CC(=CC=C1)O)=O)=O ((3-Hydroxy-benzoyl amino)-acetic acid ethyl ester). Reaction SMILES: CCN(C(C)C)C(C)C.[OH:10][C:11]1[CH:12]=[C:13]([CH:17]=[CH:18][CH:19]=1)[C:14]([OH:16])=O.CCN=C=NCCCN(C)C.C1C=CC2N(O)N=NC=2C=1.Cl.[CH2:42]([O:44][C:45](=[O:48])[CH2:46][NH2:47])[CH3:43]>CN(C=O)C.O>[CH2:42]([O:44][C:45](=[O:48])[CH2:46][NH:47][C:14](=[O:16])[C:13]1[CH:17]=[CH:18][CH:19]=[C:11]([OH:10])[CH:12]=1)[CH3:43] |f:4.5|. Procedure: DIPEA (375 μL, 2.17 mmol) was added drop wise to 3-hydroxy benzoic acid (100 mg, 0.72 mmol) in DMF (4 mL). EDCI (208 mg, 1.09 mmol) and HOBT (117 mg, 0.87 mmol) were added consecutively and after 15 mins, glycine ethyl ester HCl (120 mg, 0.87 mmoles) was added. The resulting mixture was stirred at room temperature overnight. Water was then added, and the product was extracted with EtOAc. The organic layer was washed with brine, dried over Na2SO4 and concentrated under reduced pressure to afford ...